The task is: describe an organic reaction: reactants, conditions, products, and yield. This data is from the Open Reaction Database (ORD), a public repository of structured organic reaction records. Reactants: OC1=C(C=O)C=CC(=C1)O (2,4-dihydroxybenzaldehyde), C(C=C)Br (allyl bromide), C([O-])([O-])=O.[K+].[K+] (potassium carbonate), [I-].[K+] (potassium iodide). Reagents/catalysts: [Br-].C(CCC)[N+](CCCC)(CCCC)CCCC (tetra-n-butylammonium bromide). Solvent: C(C)C(=O)C (methyl ethyl ketone). RXN SMILES: [OH:1][C:2]1[CH:9]=[C:8]([OH:10])[CH:7]=[CH:6][C:3]=1[CH:4]=[O:5].[CH2:11](Br)[CH:12]=[CH2:13].C(=O)([O-])[O-].[K+].[K+].[I-].[K+]>[Br-].C([N+](CCCC)(CCCC)CCCC)CCC.C(C(C)=O)C>[CH2:13]([O:10][C:8]1[CH:7]=[CH:6][C:3]([CH:4]=[O:5])=[C:2]([OH:1])[CH:9]=1)[CH:12]=[CH2:11] |f:2.3.4,5.6,7.8|. Product: C(C=C)OC1=CC(=C(C=O)C=C1)O (4-Allyloxy-2-hydroxybenzaldehyde). Procedure: A mixture of 2,4-dihydroxybenzaldehyde (15 g), allyl bromide (9.6 ml), potassium carbonate (15.4 g), potassium iodide (18.5 g) and tetra-n-butylammonium bromide (3.59 g) in methyl ethyl ketone (200 ml) was heated at reflux for 1 hour. The reaction mixture was filtered and evaporated. The residue was partitioned between ethyl acetate (100 ml) and water (100 ml). The organic phase was evaporated and the residual oil (20 g) purified by flash chromatography on silica eluting with a mixture of pentan...